This data is from the Open Reaction Database (ORD), a public repository of structured organic reaction records. The task is: describe an organic reaction: reactants, conditions, products, and yield Reactants: Cc1cc([N+](=O)[O-])cc(C)c1OS(=O)(=O)C(F)(F)F, FC(F)(F)c1c[nH]cn1, [H-], [Na+], CN(C)C=O, O. The product is Cc1cc([N+](=O)[O-])cc(C)c1-n1cnc(C(F)(F)F)c1. Reaction SMILES: [F:12][C:13]([F:14])([F:15])[S:16]([O:17][c:18]1[c:19]([CH3:28])[cH:20][c:21]([N+:25](=[O:26])[O-:27])[cH:22][c:23]1[CH3:24])(=[O:29])=[O:30].[F:1][C:2]([c:3]1[n:4][cH:5][nH:6][cH:7]1)([F:8])[F:9].[H-:10].[Na+:11].[O:31]=[CH:32][N:33]([CH3:34])[CH3:35].[OH2:36]>>[F:1][C:2]([c:3]1[n:4][cH:5][n:6](-[c:18]2[c:19]([CH3:28])[cH:20][c:21]([N+:25](=[O:26])[O-:27])[cH:22][c:23]2[CH3:24])[cH:7]1)([F:8])[F:9]. Product: O=C(CCl)Nc1c(S)cccc1Cl. RXN SMILES: [Cl:16][CH2:17][C:18](=[O:19])[Cl:20].[NH2:1][c:2]1[c:3]([SH:9])[cH:4][cH:5][cH:6][c:7]1[Cl:8].[cH:10]1[cH:11][cH:12][n:13][cH:14][cH:15]1.[cH:21]1[cH:22][cH:23][cH:24][cH:25][cH:26]1>>[NH:1]([c:2]1[c:3]([SH:9])[cH:4][cH:5][cH:6][c:7]1[Cl:8])[C:18]([CH2:17][Cl:16])=[O:19]. Reactants: O=C(Cl)CCl, Nc1c(S)cccc1Cl, c1ccncc1, c1ccccc1. Starting materials: C1(=CC=CC=C1)NC=1C=C2C(=NC1)NC=C2 (Phenyl-(-1H-pyrrolo[2,3-b]pyridine-5-yl)-amine), [Cl-].[NH4+].[OH-].[NH4+] (ammonium chloride ammonium hydroxide), C[O-].[Na+] (sodium methoxide), O (water), C1(=CC=CC=C1)NC=1C=C2C(=NC1)NC=C2 (Phenyl-(-1H-pyrrolo[2,3-b]pyridine-5-yl)-amine), C[O-].[Na+] (sodium methoxide). The reagents and catalysts are [Cu]Br (copper-(1) bromide), [Cu]I (copper(I) iodide). Run in CN(C=O)C (N,N-dimethylformamide), C(C)(=O)OCC (ethyl acetate), CO (methanol), CN(C=O)C (N,N-dimethylformamide), CO (methanol). Conditions: temperature 120 celsius, time 8 hour. The product is COC=1C=C2C(=NC1)NC=C2 (5-methoxy-1H-pyrrolo[2,3-b]pyridine). RXN SMILES: C1(N[C:8]2[CH:9]=[C:10]3[CH:16]=[CH:15][NH:14][C:11]3=[N:12][CH:13]=2)C=CC=CC=1.[CH3:17][O-:18].[Na+].O.[Cl-].[NH4+].[OH-].[NH4+]>CN(C)C=O.CO.C(OCC)(=O)C.[Cu]I.[Cu]Br>[CH3:17][O:18][C:8]1[CH:9]=[C:10]2[CH:16]=[CH:15][NH:14][C:11]2=[N:12][CH:13]=1 |f:1.2,4.5.6.7|. Procedure: To 5-bromo-7-azaindole (1, 500.0 mg, 2.53 mmol) in N,N-dimethylformamide (8 mL) were added copper(I) iodide (966 mg, 5.08 mmol) and sodium methoxide in methanol (3 M, 5 mL). The reaction was stirred overnight at 120° C. under an atmosphere of Argon. The reaction was poured into water, and extracted with ethyl acetate. The organic layer was dried over anhydrous sodium sulfate, filtered. The filtrate was concentrated and purified with silica gel column chromatograph eluting with 20% ethyl acetate ... Starting materials: O=C([O-])O, CCCN1C(=O)N2CC(CCl)N=C2c2[nH]c(C3CCCC3)nc21, Cl, Nc1ccccc1, [Na+], O. Yields the product CCCN1C(=O)N2CC(CNc3ccccc3)N=C2c2[nH]c(C3CCCC3)nc21, Cl, Cl. RXN SMILES: [C:32](=[O:33])([O-:34])[OH:35].[Cl:2][CH2:3][CH:4]1[N:5]=[C:6]2[c:7]3[nH:8][c:9]([CH:20]4[CH2:21][CH2:22][CH2:23][CH2:24]4)[n:10][c:11]3[N:12]([CH2:17][CH2:18][CH3:19])[C:13](=[O:16])[N:14]2[CH2:15]1.[ClH:1].[NH2:25][c:26]1[cH:27][cH:28][cH:29][cH:30][cH:31]1.[Na+:36].[OH2:37]>>[CH2:3]([CH:4]1[N:5]=[C:6]2[c:7]3[nH:8][c:9]([CH:20]4[CH2:21][CH2:22][CH2:23][CH2:24]4)[n:10][c:11]3[N:12]([CH2:17][CH2:18][CH3:19])[C:13](=[O:16])[N:14]2[CH2:15]1)[NH:25][c:26]1[cH:27][cH:28][cH:29][cH:30][cH:31]1.[ClH:1].[ClH:2]. Reactants: C1=CC=CC=2C=CCN3C(C21)=CC=2C=CC(=CC23)C(=O)O (7H-Indolo[2,1-a][2]benzazepine-10-carboxylic acid), 1,1-dimethylethyl ester, C1CCOC1 (THF), C1=CC=CC=2C=CCN3C(C21)=CC=2C=CC(=CC23)C(=O)O (7H-indolo[2,1-a][2]benzazepine-10-carboxylic acid), ClC1=NC=CC=C1C(=O)N1CCOCC1 (4-[(2-chloropyridin-3-yl)carbonyl]morpholine), TEA, 1,1-dimethylethyl ester. The reagents and catalysts are C=1C=CC(=CC1)[P](C=2C=CC=CC2)(C=3C=CC=CC3)[Pd]([P](C=4C=CC=CC4)(C=5C=CC=CC5)C=6C=CC=CC6)([P](C=7C=CC=CC7)(C=8C=CC=CC8)C=9C=CC=CC9)[P](C=1C=CC=CC1)(C=1C=CC=CC1)C=1C=CC=CC1 (tetrakis(triphenylphosphine)palladium). Conditions: temperature 160 celsius. Yields the product ClC1=NC=CC=C1C(=O)N1C2CN(CC1CC2)C (2-Chloro-3-[(3-methyl-3,8-diazabicyclo[3.2.1]oct-8-yl)carbonyl]-pyridine). Isolated yield 44.0%. RXN SMILES: C1C2[C:10]3=CC4C=CC(C(O)=O)=CC=4[N:9]3[CH2:8]C=CC=2C=CC=1.[Cl:22][C:23]1[C:28]([C:29]([N:31]2[CH2:36][CH2:35]O[CH2:33][CH2:32]2)=[O:30])=[CH:27][CH:26]=[CH:25][N:24]=1.[CH2:37]1COCC1>C1C=CC([P]([Pd]([P](C2C=CC=CC=2)(C2C=CC=CC=2)C2C=CC=CC=2)([P](C2C=CC=CC=2)(C2C=CC=CC=2)C2C=CC=CC=2)[P](C2C=CC=CC=2)(C2C=CC=CC=2)C2C=CC=CC=2)(C2C=CC=CC=2)C2C=CC=CC=2)=CC=1>[Cl:22][C:23]1[C:28]([C:29]([N:31]2[CH:36]3[CH2:35][CH2:37][CH:32]2[CH2:33][N:9]([CH3:10])[CH2:8]3)=[O:30])=[CH:27][CH:26]=[CH:25][N:24]=1 |^1:45,47,66,85|. Reported procedure: 7H-indolo[2,1-a][2]benzazepine-10-carboxylic acid, 13-cyclohexyl-3-methoxy-6-[3-(4-morpholinylcarbonyl)-2-pyridinyl]-, 1,1-dimethylethyl ester. To a solution of 7H-Indolo[2,1-a][2]benzazepine-10-carboxylic acid, 13-cyclohexyl-3-methoxy-6-(tributylstannyl)-, 1,1-dimethylethyl ester (100 mg, 0.136 mmol) dissolved in THF (2 mL) was added 4-[(2-chloropyridin-3-yl)carbonyl]morpholine (47 mg, 0.21 mmol), TEA (0.029 mL), and tetrakis(triphenylphosphine)palladium (16 mg, 0.014 mmol). This mixture was ca... The reactants are ClCCCC1CN(C(O1)=O)C (5-(3-chloropropyl)-3-methyl-2-oxazolidinone), Cl.C(C)OC1=C(C=CC=C1)N1CCNCC1 (1-(2-ethoxyphenyl)piperazine monohydrochloride), C([O-])([O-])=O.[K+].[K+] (potassium carbonate), [I-].[K+] (potassium iodide). Run in C(CCC)O (n-butanol). Yields the product C(C)OC1=C(C=CC=C1)N1CCN(CC1)CCCC1CN(C(O1)=O)C (5-[3-[4-(2-Ethoxyphenyl)-1-piperazinyl]propyl]-3-methyl-2-oxazolidinone). The yield is 45.9%. As a reaction SMILES: Cl[CH2:2][CH2:3][CH2:4][CH:5]1[O:9][C:8](=[O:10])[N:7]([CH3:11])[CH2:6]1.Cl.[CH2:13]([O:15][C:16]1[CH:21]=[CH:20][CH:19]=[CH:18][C:17]=1[N:22]1[CH2:27][CH2:26][NH:25][CH2:24][CH2:23]1)[CH3:14].C(=O)([O-])[O-].[K+].[K+].[I-].[K+]>C(O)CCC>[CH2:13]([O:15][C:16]1[CH:21]=[CH:20][CH:19]=[CH:18][C:17]=1[N:22]1[CH2:23][CH2:24][N:25]([CH2:2][CH2:3][CH2:4][CH:5]2[O:9][C:8](=[O:10])[N:7]([CH3:11])[CH2:6]2)[CH2:26][CH2:27]1)[CH3:14] |f:1.2,3.4.5,6.7|. Procedure: Following the procedure of Example 5, a mixture of 5-(3-chloropropyl)-3-methyl-2-oxazolidinone (5.0 g, 0.0282 mol), 1-(2-ethoxyphenyl)piperazine monohydrochloride (6.86 g, 0.0282 mol), potassium carbonate (15.62 g, 0.113 mol), and potassium iodide (1.0 g) in n-butanol (100 mL) gave an oil (4.5 g, 46% yield). The oil was triturated in warm isopropyl ether and the resulting suspension was stirred at room temperature. The solid was collected by filtration, rinsed with light pet ether and dried unde... Reactants: CC(=O)O[BH-](OC(C)=O)OC(C)=O, Cc1n[nH]cc1C=O, CC(Cl)Cl, COc1cc(-c2nn(C3CCNC3)c3ncnc(N)c23)ccc1NC(=O)c1cc2ccccc2n1C, [Na+], [Na+], [OH-]. Yields the product COc1cc(-c2nn(C3CCN(Cc4c[nH]nc4C)C3)c3ncnc(N)c23)ccc1NC(=O)c1cc2ccccc2n1C. As a reaction SMILES: [C:45]([O:46][BH-:47]([O:48][C:49](=[O:50])[CH3:51])[O:52][C:53](=[O:54])[CH3:55])(=[O:56])[CH3:57].[CH3:37][c:38]1[n:39][nH:40][cH:41][c:42]1[CH:43]=[O:44].[Cl:61][CH:62]([Cl:63])[CH3:64].[NH2:1][c:2]1[c:3]2[c:4]([n:5][cH:6][n:7]1)[n:8]([CH:32]1[CH2:33][NH:34][CH2:35][CH2:36]1)[n:9][c:10]2-[c:11]1[cH:12][c:13]([O:30][CH3:31])[c:14]([NH:17][C:18](=[O:19])[c:20]2[n:21]([CH3:29])[c:22]3[cH:23][cH:24][cH:25][cH:26][c:27]3[cH:28]2)[cH:15][cH:16]1.[Na+:58].[Na+:60].[OH-:59]>>[NH2:1][c:2]1[c:3]2[c:4]([n:5][cH:6][n:7]1)[n:8]([CH:32]1[CH2:33][N:34]([CH2:43][c:42]3[c:38]([CH3:37])[n:39][nH:40][cH:41]3)[CH2:35][CH2:36]1)[n:9][c:10]2-[c:11]1[cH:12][c:13]([O:30][CH3:31])[c:14]([NH:17][C:18](=[O:19])[c:20]2[n:21]([CH3:29])[c:22]3[cH:23][cH:24][cH:25][cH:26][c:27]3[cH:28]2)[cH:15][cH:16]1. Reactants: Cc1c(N(Cc2ccccc2)Cc2ccc(CO)cc2)cccc1[N+](=O)[O-], CCOCC, [H-], CI, [Na+], CN(C)C=O. Product: COCc1ccc(CN(Cc2ccccc2)c2cccc([N+](=O)[O-])c2C)cc1. As a reaction SMILES: [CH2:1]([c:2]1[cH:3][cH:4][cH:5][cH:6][cH:7]1)[N:8]([c:9]1[c:10]([CH3:18])[c:11]([N+:15](=[O:16])[O-:17])[cH:12][cH:13][cH:14]1)[CH2:19][c:20]1[cH:21][cH:22][c:23]([CH2:26][OH:27])[cH:24][cH:25]1.[CH3:37][CH2:38][O:39][CH2:40][CH3:41].[H-:28].[I:30][CH3:31].[Na+:29].[O:32]=[CH:33][N:34]([CH3:35])[CH3:36]>>[CH2:1]([c:2]1[cH:3][cH:4][cH:5][cH:6][cH:7]1)[N:8]([c:9]1[c:10]([CH3:18])[c:11]([N+:15](=[O:16])[O-:17])[cH:12][cH:13][cH:14]1)[CH2:19][c:20]1[cH:21][cH:22][c:23]([CH2:26][O:27][CH3:31])[cH:24][cH:25]1. The reactants are COC(C1=C(C(=CC=C1)O)NS(=O)(=O)C1=CC=C(C=C1)OC)=O (3-Hydroxy-2-(4-methoxy-benzenesulfonylamino)-benzoic acid methyl ester), BrCCCBr (1,3-dibromopropane). Product: COC(=O)C=1C=CC=C2C1N(CCCO2)S(=O)(=O)C2=CC=C(C=C2)OC (5-(4-Methoxy-benzenesulfonyl)-2,3,4,5-tetrahydro-[1,5]benzoxazepine-6-carboxylic acid methyl ester). The yield is 46.4%. As a reaction SMILES: [CH3:1][O:2][C:3](=[O:23])[C:4]1[CH:9]=[CH:8][CH:7]=[C:6]([OH:10])[C:5]=1[NH:11][S:12]([C:15]1[CH:20]=[CH:19][C:18]([O:21][CH3:22])=[CH:17][CH:16]=1)(=[O:14])=[O:13].Br[CH2:25][CH2:26][CH2:27]Br>>[CH3:1][O:2][C:3]([C:4]1[CH:9]=[CH:8][CH:7]=[C:6]2[O:10][CH2:27][CH2:26][CH2:25][N:11]([S:12]([C:15]3[CH:16]=[CH:17][C:18]([O:21][CH3:22])=[CH:19][CH:20]=3)(=[O:13])=[O:14])[C:5]=12)=[O:23]. Procedure details: In the same manner as described in Example 159, 0.300 g (0.890 mmol) of the product of Example 31 and 0.127 mL (1.246 mmol) of 1,3-dibromopropane provided 0.156 g (46%) of the desired product as a colorless oil. Electrospray Mass Spec: 378 (M+H).